From a dataset of the Open Reaction Database (ORD), a public repository of structured organic reaction records. describe an organic reaction: reactants, conditions, products, and yield Starting materials: CCOC(=O)CBr, CCC(C)=O, CN(C)C=O, Cc1csc2c(Cl)c(Cl)c(O)cc12. Product: CCOC(=O)COc1cc2c(C)csc2c(Cl)c1Cl. RXN SMILES: [Br:14][CH2:15][C:16](=[O:17])[O:18][CH2:19][CH3:20].[CH3:21][C:22](=[O:23])[CH2:24][CH3:25].[CH3:26][N:27]([CH3:28])[CH:29]=[O:30].[Cl:1][c:2]1[c:3]([OH:13])[cH:4][c:5]2[c:6]([s:7][cH:8][c:9]2[CH3:10])[c:11]1[Cl:12]>>[Cl:1][c:2]1[c:3]([O:13][CH2:15][C:16](=[O:17])[O:18][CH2:19][CH3:20])[cH:4][c:5]2[c:6]([s:7][cH:8][c:9]2[CH3:10])[c:11]1[Cl:12]. The reactants are CN (methylamine), C(C)(C)(C)OC(=O)N1CCC2(CC1)C=C(C1=CC=CC=C12)C(=O)O (1′-(tert-butyoxycarbonyl)spiro[indene-1,4′-piperidine]-3-carboxylic acid), CCN=C=NCCCN(C)C.Cl (EDAC HCl), C=1C=CC2=C(C1)N=NN2O (HOBt). Run in C1CCOC1 (THF), CN(C)C=O (DMF), O (water). Reaction conditions: time 12 hour. Yields the product CNC(=O)C1=CC2(CCN(CC2)C(=O)OC(C)(C)C)C2=CC=CC=C12 (tert-butyl 3-(methylcarbamoyl)spiro[indene-1,4′-piperidine]-1′-carboxylate). Yield: 84.8%. Reaction SMILES: CN.[C:3]([O:7][C:8]([N:10]1[CH2:15][CH2:14][C:13]2([C:23]3[C:18](=[CH:19][CH:20]=[CH:21][CH:22]=3)[C:17]([C:24](O)=[O:25])=[CH:16]2)[CH2:12][CH2:11]1)=[O:9])([CH3:6])([CH3:5])[CH3:4].C[CH2:28][N:29]=C=NCCCN(C)C.Cl.C1C=CC2N(O)N=NC=2C=1>C1COCC1.CN(C=O)C.O>[CH3:28][NH:29][C:24]([C:17]1[C:18]2[C:23](=[CH:22][CH:21]=[CH:20][CH:19]=2)[C:13]2([CH2:14][CH2:15][N:10]([C:8]([O:7][C:3]([CH3:6])([CH3:4])[CH3:5])=[O:9])[CH2:11][CH2:12]2)[CH:16]=1)=[O:25] |f:2.3|. Reported procedure: A solution of methylamine in THF (2 mL) was added to a stirred solution of 1′-(tert-butyoxycarbonyl)spiro[indene-1,4′-piperidine]-3-carboxylic acid (C4) (0.51 g, 1.55 mmol), EDAC HCl (0.6 g, 3.00 mmol), HOBt (0.31 g ) in DMF (10 mL), and the solution was stirred at room temperature for 12 h. The solution was poured into water (50 mL), the aqueous layer was extracted with EtOAc (3×50 mL), dried, and concentrated under reduced pressure. The crude product was purified by Biotage SP1 on silica gel e...